Task: describe an organic reaction: reactants, conditions, products, and yield. Dataset: the Open Reaction Database (ORD), a public repository of structured organic reaction records Reactants: NCC(=O)NC=1SC=C(N1)CC#N (2-Amino-N-[4-cyanomethylthiazol-2-yl]acetamide), C(C)C1=CC2=C(C(C3=C(C=C2)C=C(C=C3)C)C=3C(NC(N(C3)C3=NC(=NC=C3)NCC(=O)NC=3SC=C(N3)CC(=O)O)=O)=O)C=C1 (2-[[4-[5-{2-Ethyl-8-methyl-5H-dibenzo[a,d]cyclohepten-5-yl}-3,4-dihydro-2,4-dioxo-1(2H)-pyrimidinyl]pyrimidin-2-yl amino]acetylamino]-4-thiazoleacetic acid). The product is C(#N)CC=1N=C(SC1)NC(CNC1=NC=CC(=N1)N1C(NC(C(=C1)C1C2=C(C=CC3=C1C=CC(=C3)CC)C=C(C=C2)C)=O)=O)=O ((±)-N-[4-Cyanomethylthiazol-2-yl]-2-[[4-[5-{2-ethyl-8-methyl-5H-dibenzo[a,d]cyclohepten-5-yl}-3,4-dihydro-2,4-dioxo-1(2H)-pyrimidinyl]pyrimidin-2-yl]amino]acetamide). Reaction SMILES: [NH2:1][CH2:2][C:3]([NH:5][C:6]1[S:7][CH:8]=[C:9]([CH2:11][C:12]#[N:13])[N:10]=1)=[O:4].[CH2:14]([C:16]1[CH:59]=[CH:58][C:19]2[CH:20]([C:30]3[C:31](=[O:57])[NH:32][C:33](=[O:56])[N:34]([C:36]4[CH:41]=[CH:40][N:39]=[C:38](NCC(NC5SC=C(CC(O)=O)N=5)=O)[N:37]=4)[CH:35]=3)[C:21]3[CH:28]=[CH:27][C:26]([CH3:29])=[CH:25][C:22]=3[CH:23]=[CH:24][C:18]=2[CH:17]=1)[CH3:15]>>[C:12]([CH2:11][C:9]1[N:10]=[C:6]([NH:5][C:3](=[O:4])[CH2:2][NH:1][C:38]2[N:37]=[C:36]([N:34]3[CH:35]=[C:30]([CH:20]4[C:19]5[CH:58]=[CH:59][C:16]([CH2:14][CH3:15])=[CH:17][C:18]=5[CH:24]=[CH:23][C:22]5[CH:25]=[C:26]([CH3:29])[CH:27]=[CH:28][C:21]4=5)[C:31](=[O:57])[NH:32][C:33]3=[O:56])[CH:41]=[CH:40][N:39]=2)[S:7][CH:8]=1)#[N:13]. Reported procedure: The subtitle compound was prepared from the product of step (iii) (1.58 g) and the product of example 15 step (viii) (1.14 g) by the method of example 7 step (i). Yield 0.7 g. Starting materials: O=C(O)c1ccc(C(F)(F)F)cn1, CSc1cccc(N)c1. The reagents and catalysts are C1COC(=O)N1P(=O)(N2CCOC2=O)Cl (BOP-Cl), CN(C)C1=CC=NC=C1 (DMAP). The solvent is CN(C)C=O (DMF), CN(C)C=O (DMF), CN(C)C=O (DMF), CN(C)C=O (DMF), CN(C)C=O (DMF), CN(C)C=O (DMF). Conditions: temperature 25 celsius, time 2 hour. The product is CSc1cccc(NC(=O)c2ccc(C(F)(F)F)cn2)c1. Isolated yield 63.3%. Reaction SMILES: CSc1cccc(N)c1.O=C(O)c1ccc(C(F)(F)F)cn1.C1COC(=O)N1P(=O)(N2CCOC2=O)Cl.CN(C)C1=CC=NC=C1.CN(C)C=O>>CSc1cccc(NC(=O)c2ccc(C(F)(F)F)cn2)c1.